Dataset: the Open Reaction Database (ORD), a public repository of structured organic reaction records. Task: describe an organic reaction: reactants, conditions, products, and yield Starting materials: [C@H]12[C@H](C[C@H](CC1)C2)NC=2SC(C(N2)=O)(CCOC2OCCCC2)CC(=C)C (2-((1S,2S,4R)-bicyclo[2.2.1]heptan-2-ylamino)-5-(2-methylallyl)-5-(2-(tetrahydro-2H-pyran-2-yloxy)ethyl)thiazol-4(5H)-one), C1(=CC=C(C=C1)S(=O)(=O)O)C (p-toluenesulfonic acid). Run in CO (MeOH). Run at time 16 hour. Yields the product [C@H]12[C@H](C[C@H](CC1)C2)NC=2SC(C(N2)=O)(CC(=C)C)CCO (2-((1S,2S,4R)-Bicyclo[2.2.1]heptan-2-ylamino)-5-(2-hydroxyethyl)-5-(2-methylallyl)thiazol-4(5H)-one). As a reaction SMILES: [C@@H:1]12[CH2:7][C@@H:4]([CH2:5][CH2:6]1)[CH2:3][C@@H:2]2[NH:8][C:9]1[S:10][C:11]([CH2:24][C:25]([CH3:27])=[CH2:26])([CH2:15][CH2:16][O:17]C2CCCCO2)[C:12](=[O:14])[N:13]=1.C1(C)C=CC(S(O)(=O)=O)=CC=1>CO>[C@@H:1]12[CH2:7][C@@H:4]([CH2:5][CH2:6]1)[CH2:3][C@@H:2]2[NH:8][C:9]1[S:10][C:11]([CH2:15][CH2:16][OH:17])([CH2:24][C:25]([CH3:27])=[CH2:26])[C:12](=[O:14])[N:13]=1. Procedure: The mixture of 2-((1S,2S,4R)-bicyclo[2.2.1]heptan-2-ylamino)-5-(2-methylallyl)-5-(2-(tetrahydro-2H-pyran-2-yloxy)ethyl)thiazol-4(5H)-one (420 mg, 1.07 mmol) and p-toluenesulfonic acid (100 mg) in MeOH (5.0 mL) was stirred for 16 h at room temperature. The reaction mixture was then concentrated in vacuo, and sat'd NaH2PO4 was added. The mixture was then extracted with EtOAc, and the organic layer was washed with sat'd NH4Cl, dried over MgSO4, filtered and concentrated in vacuo. The crude residue ...